From a dataset of the Open Reaction Database (ORD), a public repository of structured organic reaction records. describe an organic reaction: reactants, conditions, products, and yield Starting materials: N#Cc1ccccc1CBr, N#Cc1cccc(Cn2c(=O)cc(N3CCCC(N)C3)n(Cc3ccccc3C#N)c2=O)c1. Product: N#Cc1ccccc1Cn1c(N2CCCC(N)C2)cc(=O)n(Cc2ccccc2C#N)c1=O. RXN SMILES: [Br:34][CH2:35][c:36]1[c:37]([C:42]#[N:43])[cH:38][cH:39][cH:40][cH:41]1.[NH2:1][CH:2]1[CH2:3][N:4]([c:8]2[cH:9][c:10](=[O:33])[n:11]([CH2:24][c:25]3[cH:26][cH:27][cH:28][c:29]([C:30]#[N:31])[cH:32]3)[c:12](=[O:23])[n:13]2[CH2:14][c:15]2[c:16]([C:17]#[N:18])[cH:19][cH:20][cH:21][cH:22]2)[CH2:5][CH2:6][CH2:7]1>>[NH2:1][CH:2]1[CH2:3][N:4]([c:8]2[cH:9][c:10](=[O:33])[n:11]([CH2:24][c:36]3[c:37]([C:42]#[N:43])[cH:38][cH:39][cH:40][cH:41]3)[c:12](=[O:23])[n:13]2[CH2:14][c:15]2[c:16]([C:17]#[N:18])[cH:19][cH:20][cH:21][cH:22]2)[CH2:5][CH2:6][CH2:7]1. Reactants: O=C1C2CC3(CC(CC1C3)C2)O (4-oxoadamantan-1-ol), [H-].[Na+] (sodium hydride), C(C1=CC=CC=C1)Br (benzyl bromide). Solvent: CN(C=O)C (N,N-dimethylformamide), [Cl-].[NH4+] (ammonium chloride). Reaction conditions: time 1 hour. The product is C(C1=CC=CC=C1)OC12CC3C(C(CC(C1)C3)C2)=O (5-benzyloxyadamantan-2-one). As a reaction SMILES: [O:1]=[C:2]1[CH:9]2[CH2:10][C:5]3([OH:12])[CH2:6][CH:7]([CH2:11][CH:3]1[CH2:4]3)[CH2:8]2.[H-].[Na+].[CH2:15](Br)[C:16]1[CH:21]=[CH:20][CH:19]=[CH:18][CH:17]=1>CN(C)C=O.[Cl-].[NH4+]>[CH2:15]([O:12][C:5]12[CH2:4][CH:3]3[CH2:11][CH:7]([CH2:8][CH:9]([C:2]3=[O:1])[CH2:10]1)[CH2:6]2)[C:16]1[CH:21]=[CH:20][CH:19]=[CH:18][CH:17]=1 |f:1.2,5.6|. Procedure details: To a solution of 4-oxoadamantan-1-ol (5.0 g) in N,N-dimethylformamide (50 ml), sodium hydride (60%, 1.4 g) and benzyl bromide (3.9 ml) were added under ice cooling. The reaction mixture was then warmed to room temperature and stirred for 1 hour. The reaction mixture was diluted with saturated aqueous ammonium chloride under ice cooling and extracted with ethyl acetate. The extracted organic layer was washed with brine, dried over anhydrous magnesium sulfate and then filtered to remove the desicc... Starting materials: O=C([O-])[O-], CC(=O)OC(C)C, CC(C)(C)[Si](C)(C)OC(CBr)c1ccc(OCc2ccccc2)c(NC=O)c1, CS(C)=O, [K+], [K+], NCCc1ccc(NCC(N)c2ccccc2)cc1, O. Product: CC(C)(C)[Si](C)(C)OC(CNCCc1ccc(NCC(N)c2ccccc2)cc1)c1ccc(OCc2ccccc2)c(NC=O)c1. Reaction SMILES: [C:48](=[O:49])([O-:50])[O-:51].[C:54]([O:55][CH:56]([CH3:57])[CH3:58])(=[O:59])[CH3:60].[CH2:20]([c:21]1[cH:22][cH:23][cH:24][cH:25][cH:26]1)[O:27][c:28]1[c:29]([NH:45][CH:46]=[O:47])[cH:30][c:31]([CH:34]([CH2:35][Br:36])[O:37][Si:38]([CH3:39])([CH3:40])[C:41]([CH3:42])([CH3:43])[CH3:44])[cH:32][cH:33]1.[CH3:62][S:63](=[O:64])[CH3:65].[K+:52].[K+:53].[NH2:1][CH2:2][CH2:3][c:4]1[cH:5][cH:6][c:7]([NH:10][CH2:11][CH:12]([NH2:13])[c:14]2[cH:15][cH:16][cH:17][cH:18][cH:19]2)[cH:8][cH:9]1.[OH2:61]>>[NH:1]([CH2:2][CH2:3][c:4]1[cH:5][cH:6][c:7]([NH:10][CH2:11][CH:12]([NH2:13])[c:14]2[cH:15][cH:16][cH:17][cH:18][cH:19]2)[cH:8][cH:9]1)[CH2:35][CH:34]([c:31]1[cH:30][c:29]([NH:45][CH:46]=[O:47])[c:28]([O:27][CH2:20][c:21]2[cH:22][cH:23][cH:24][cH:25][cH:26]2)[cH:33][cH:32]1)[O:37][Si:38]([CH3:39])([CH3:40])[C:41]([CH3:42])([CH3:43])[CH3:44]. Reactants: OCCN1CCN(CC1)CC(=O)NC=1C(=NC(=CC1SC)C)SC (2-[4-(2-hydroxyethyl)piperazin-1-yl]-N-[2,4-bis(methylthio)-6-methylpyridin-3-yl]acetamide), SC=1OC2=C(N1)C=CC=C2 (2-mercaptobenzoxazole), OCCN1CCN(CC1)CC(=O)NC=1C(=NC(=CC1OC(C)C)C)OC(C)C (2-[4-(2-hydroxyethyl)piperazin-1-yl]-N-[2,4-bis(1-methylethoxy)-6-methylpyridin-3-yl]acetamide), SC=1NC2=C(N1)C=CC=C2 (2mercaptobenzimidazole). Product: O1C(=NC2=C1C=CC=C2)SCCN2CCN(CC2)CC(=O)NC=2C(=NC(=CC2OC(C)C)C)OC(C)C (2-[4-[2-(benzoxazol-2-ylthio)ethyl]piperazin-1-yl]-N-[2,4-bis(1-methylethoxy)-6- methylpyridin-3-yl]acetamide). Reaction SMILES: OCCN1CCN(CC(NC2C(SC)=NC(C)=CC=2SC)=O)CC1.O[CH2:26][CH2:27][N:28]1[CH2:33][CH2:32][N:31]([CH2:34][C:35]([NH:37][C:38]2[C:39]([O:49][CH:50]([CH3:52])[CH3:51])=[N:40][C:41]([CH3:48])=[CH:42][C:43]=2[O:44][CH:45]([CH3:47])[CH3:46])=[O:36])[CH2:30][CH2:29]1.SC1NC2C=CC=CC=2N=1.[SH:63][C:64]1[O:65][C:66]2[CH:72]=[CH:71][CH:70]=[CH:69][C:67]=2[N:68]=1>>[O:65]1[C:66]2[CH:72]=[CH:71][CH:70]=[CH:69][C:67]=2[N:68]=[C:64]1[S:63][CH2:26][CH2:27][N:28]1[CH2:33][CH2:32][N:31]([CH2:34][C:35]([NH:37][C:38]2[C:39]([O:49][CH:50]([CH3:51])[CH3:52])=[N:40][C:41]([CH3:48])=[CH:42][C:43]=2[O:44][CH:45]([CH3:46])[CH3:47])=[O:36])[CH2:30][CH2:29]1. Procedure: The reaction and treatments of Example 12 were repeated, except that 2-[4-(2-hydroxyethyl)piperazin-1-yl]-N-[2,4-bis(methylthio)-6-methylpyridin-3-yl]acetamide was replaced by 2-[4-(2-hydroxyethyl)piperazin-1-yl]-N-[2,4-bis(1-methylethoxy)-6-methylpyridin-3-yl]acetamide and 2mercaptobenzimidazole was replaced by 2-mercaptobenzoxazole, to thereby yield the title compound as a pale yellow viscous oil.